Dataset: the Open Reaction Database (ORD), a public repository of structured organic reaction records. Task: describe an organic reaction: reactants, conditions, products, and yield The reactants are N1[C@H](C(=O)O)CCCC1 ((S)-pipecolic acid), C(C)(OC)(OC)OC (trimethyl orthoacetate), CO (methanol). Yields the product C(C)(=O)N1C(C(=O)OC)CCCC1 (N-acetylpipecolic acid, methyl ester). The yield is 50.0%. Reaction SMILES: [NH:1]1[CH2:9][CH2:8][CH2:7][CH2:6][C@H:2]1[C:3]([OH:5])=[O:4].[C:10](OC)(OC)([O:12]C)[CH3:11].[CH3:18]O>>[C:10]([N:1]1[CH2:9][CH2:8][CH2:7][CH2:6][CH:2]1[C:3]([O:5][CH3:18])=[O:4])(=[O:12])[CH3:11]. Procedure details: (S)-pipecolic acid (1.0 g, 7.7 mmol) was treated with trimethyl orthoacetate (15 ml, 171 mmol, 22 eq. 15 vol) and methanol (5 ml, 5 vol). The mixture was stirred and heated for 48 h and then concentrated in vacuo. The residue was dissolved in dichloromethane (10 ml) and filtered through a silica gel plug to yield N-acetylpipecolic acid, methyl ester (730 mg, 50%) which was racemic by GC analysis and had a 1H nmr spectrum which compared favourably with authentic material. The product is C(C)(C)(C)OC(=O)NC1CN(C1)C=1C=C(C(=O)OCC)C=CC1 (Ethyl 3-{3-[(tert-butoxycarbonyl)amino]azetidin-1-yl}benzoate). Starting materials: C(C)(C)(C)OC(=O)NC1CNC1 (3-tert-butoxycarbonylaminoazetidine), IC=1C=C(C(=O)OCC)C=CC1 (ethyl 3-iodobenzoate), N1[C@H](C(=O)O)CCC1 (proline), C([O-])([O-])=O.[K+].[K+] (potassium carbonate). The solvent is CS(=O)C (DMSO), C(C)(=O)OCC (ethyl acetate). The reagents and catalysts are [Cu]I (copper (I) iodide). As a reaction SMILES: [C:1]([O:5][C:6]([NH:8][CH:9]1[CH2:12][NH:11][CH2:10]1)=[O:7])([CH3:4])([CH3:3])[CH3:2].I[C:14]1[CH:15]=[C:16]([CH:22]=[CH:23][CH:24]=1)[C:17]([O:19][CH2:20][CH3:21])=[O:18].N1CCC[C@H]1C(O)=O.C(=O)([O-])[O-].[K+].[K+]>CS(C)=O.C(OCC)(=O)C.[Cu]I>[C:1]([O:5][C:6]([NH:8][CH:9]1[CH2:10][N:11]([C:14]2[CH:15]=[C:16]([CH:22]=[CH:23][CH:24]=2)[C:17]([O:19][CH2:20][CH3:21])=[O:18])[CH2:12]1)=[O:7])([CH3:4])([CH3:2])[CH3:3] |f:3.4.5|. Reported procedure: A suspension of 3-tert-butoxycarbonylaminoazetidine (300 mg, 1.74 mmol), ethyl 3-iodobenzoate (721 mg, 2.61 mmol) and copper (I) iodide (66 mg, 0.35 mmol), proline (80 mg, 0.70 mmol) and potassium carbonate (721 mg, 5.22 mmol) in DMSO was stirred at 120° C. for two hours. The reaction solution was diluted with ethyl acetate and then filtered. The filtrate was washed with brine and then dried over anhydrous magnesium sulfate. Following filtration, the solvent was evaporated under reduced pressure... Isolated yield 57.2%. Conditions: temperature 120 celsius, time 2 hour. The reactants are Brc1cn2ccnc2c(Br)n1, CN, N, O. The product is Nc1nc(Br)cn2ccnc12. Reaction SMILES: [Br:1][c:2]1[n:3][c:4]([Br:11])[c:5]2[n:6]([cH:7]1)[cH:8][cH:9][n:10]2.[CH3:14][NH2:15].[NH3:13].[OH2:12]>>[Br:1][c:2]1[n:3][c:4]([NH2:13])[c:5]2[n:6]([cH:7]1)[cH:8][cH:9][n:10]2. Reactants: NC1=CC=C(C(=O)N2CCN(CC2)CCC2=CC=C(C=C2)Cl)C=C1 (1-[4-aminobenzoyl]-4-[2-(4-chlorophenyl)ethyl]-piperazine), CCN(C(C)C)C(C)C (Hunig base), [N+](=O)([O-])C1=CC=C(COC(=O)Cl)C=C1 (chloroformic acid 4-nitrobenzyl ester). The solvent is O1CCCC1 (tetrahydrofuran), O1CCCC1 (tetrahydrofuran). Reaction conditions: time 2 hour. Product: [N+](=O)([O-])C1=CC=C(COC(=O)NC2=CC=C(C(=O)N3CCN(CC3)CCC3=CC=C(C=C3)Cl)C=C2)C=C1 (1-[4-(N-4-nitrobenzyloxycarbonylamino)benzoyl]-4-[2-(4-chlorophenyl)ethyl]-piperazine), alcohol. Reaction SMILES: [NH2:1][C:2]1[CH:24]=[CH:23][C:5]([C:6]([N:8]2[CH2:13][CH2:12][N:11]([CH2:14][CH2:15][C:16]3[CH:21]=[CH:20][C:19]([Cl:22])=[CH:18][CH:17]=3)[CH2:10][CH2:9]2)=[O:7])=[CH:4][CH:3]=1.CCN(C(C)C)C(C)C.[N+:34]([C:37]1[CH:47]=[CH:46][C:40]([CH2:41][O:42][C:43](Cl)=[O:44])=[CH:39][CH:38]=1)([O-:36])=[O:35]>O1CCCC1>[N+:34]([C:37]1[CH:38]=[CH:39][C:40]([CH2:41][O:42][C:43]([NH:1][C:2]2[CH:3]=[CH:4][C:5]([C:6]([N:8]3[CH2:13][CH2:12][N:11]([CH2:14][CH2:15][C:16]4[CH:21]=[CH:20][C:19]([Cl:22])=[CH:18][CH:17]=4)[CH2:10][CH2:9]3)=[O:7])=[CH:23][CH:24]=2)=[O:44])=[CH:46][CH:47]=1)([O-:36])=[O:35]. Procedure: 1 g of 1-[4-aminobenzoyl]-4-[2-(4-chlorophenyl)ethyl]-piperazine and 0.4 g of Hunig base (=N-ethyldiisopropylamine) are dissolved in 15 ml of tetrahydrofuran. A solution of 0.75 g of chloroformic acid 4-nitrobenzyl ester in 5 ml of tetrahydrofuran is added dropwise thereto. The reaction solution is stirred for 3.5 hours at room temperature and for 2 hours at a bath temperature of 55°. The solution is concentrated by evaporation and the residue is taken up in methylene chloride and washed with wa... RXN SMILES: CCOCC.CCCCCCC.[C:13]([O:17][C:18]([N:20]1[C:28]2[C:23](=[CH:24][CH:25]=[C:26]([OH:29])[CH:27]=2)[CH:22]=[C:21]1[C:30]1[C:31]2[S:44][C:43]([C:45]3[CH:50]=[CH:49][CH:48]=[C:47]([O:51][CH3:52])[CH:46]=3)=[CH:42][C:32]=2[N:33]([C:35]([O:37][C:38]([CH3:41])([CH3:40])[CH3:39])=[O:36])[N:34]=1)=[O:19])([CH3:16])([CH3:15])[CH3:14].C(=O)([O-])[O-].[Cs+].[Cs+].[Br:59][CH2:60][CH2:61][CH2:62]Br>C(OCC)(=O)C.ClCCl>[C:13]([O:17][C:18]([N:20]1[C:28]2[C:23](=[CH:24][CH:25]=[C:26]([O:29][CH2:62][CH2:61][CH2:60][Br:59])[CH:27]=2)[CH:22]=[C:21]1[C:30]1[C:31]2[S:44][C:43]([C:45]3[CH:50]=[CH:49][CH:48]=[C:47]([O:51][CH3:52])[CH:46]=3)=[CH:42][C:32]=2[N:33]([C:35]([O:37][C:38]([CH3:41])([CH3:40])[CH3:39])=[O:36])[N:34]=1)=[O:19])([CH3:14])([CH3:15])[CH3:16] |f:0.1,3.4.5,7.8|. Starting materials: CCOCC.CCCCCCC (ether heptane), C(C)(C)(C)OC(=O)N1C(=CC2=CC=C(C=C12)O)C=1C2=C(N(N1)C(=O)OC(C)(C)C)C=C(S2)C2=CC(=CC=C2)OC (2-[1-tert-butoxycarbonyl-5-(3-methoxy-phenyl)-1H-thieno[3,2-c]pyrazol-3-yl]-6-hydroxy-indole-1-carboxylic acid tert-butyl ester), C(C)(C)(C)OC(=O)N1C(=CC2=CC=C(C=C12)O)C=1C2=C(N(N1)C(=O)OC(C)(C)C)C=C(S2)C2=CC(=CC=C2)OC (2-[1-tert-butoxycarbonyl-5-(3-methoxy-phenyl)-1H-thieno[3,2-c]pyrazol-3-yl]-6-hydroxy-indole-1-carboxylic acid tert-butyl ester), C(C)(C)(C)OC(=O)N1C(=CC2=CC=C(C=C12)O)C=1C2=C(N(N1)C(=O)OC(C)(C)C)C=C(S2)C2=CC(=CC=C2)OC (2-[1-tert-butoxycarbonyl-5-(3-methoxy-phenyl)-1H-thieno[3,2-c]pyrazol-3-yl]-6-hydroxy-indole-1-carboxylic acid tert-butyl ester), C(C)(C)(C)OC(=O)N1C(=CC2=CC=C(C=C12)O)C=1C2=C(N(N1)C(=O)OC(C)(C)C)C=C(S2)C2=CC(=CC=C2)OC (2-[1-tert-butoxycarbonyl-5-(3-methoxy-phenyl)-1H-thieno[3,2-c]pyrazol-3-yl]-6-hydroxy-indole-1-carboxylic acid tert-butyl ester), C([O-])([O-])=O.[Cs+].[Cs+] (cesium carbonate), BrCCCBr (1,3-dibromopropane). Yield: 76.0%. Run in C(C)(=O)OCC.ClCCl (ethyl acetate dichloromethane). Procedure: A mixture of 1-(thieno[3,2-c]pyrazol-1-yl)-ethanone (5.00 g, 30.1 mmol), N-bromosuccinimide (16.1 g, 90.4 mmol), and chloroform (100 mL) was heated at 50° C. under nitrogen for 5 hours. The orange mixture was stirred at room temperature for an additional 17 hours. The red-orange mixture was filtered, the insolubles washed twice with dichloromethane (60 mL). The filtrate was washed with 10% aqueous NaHSO3 (60 mL) and then twice with water (60 mL), then dried over magnesium sulfate, and concentrat... Conditions: temperature 75 celsius, time 6 hour. The product is C(C)(C)(C)OC(=O)N1C(=CC2=CC=C(C=C12)OCCCBr)C=1C2=C(N(N1)C(=O)OC(C)(C)C)C=C(S2)C2=CC(=CC=C2)OC (6-(3-bromo-propoxy)-2-[1-tert-butoxycarbonyl-5-(3-methoxy-phenyl)-1H-thieno[3,2-c]pyrazol-3-yl]-indole-1-carboxylic acid tert-butyl ester). The reactants are FC=1C=C(C=CC1S(=O)(=O)C)C1=C(N=C(S1)NC(C)=O)C (N-[5-(3-Fluoro-4-methanesulfonyl-phenyl)-4-methyl-thiazol-2-yl]-acetamide), ClC=1C=C(C=O)C=CC1Cl (3,4-dichlorobenzaldehyde). Yields the product ClC=1C=C(C=CC1S(=O)(=O)C)C1=C(N=C(S1)NC(C)=O)C (N-[5-(3-Chloro-4-methanesulfonyl-phenyl)-4-methyl-thiazol-2-yl]-acetamide). RXN SMILES: F[C:2]1[CH:3]=[C:4]([C:12]2[S:16][C:15]([NH:17][C:18](=[O:20])[CH3:19])=[N:14][C:13]=2[CH3:21])[CH:5]=[CH:6][C:7]=1[S:8]([CH3:11])(=[O:10])=[O:9].[Cl:22]C1C=C(C=CC=1Cl)C=O>>[Cl:22][C:2]1[CH:3]=[C:4]([C:12]2[S:16][C:15]([NH:17][C:18](=[O:20])[CH3:19])=[N:14][C:13]=2[CH3:21])[CH:5]=[CH:6][C:7]=1[S:8]([CH3:11])(=[O:10])=[O:9]. Procedure details: The title compound is prepared by an analogous procedure to N-[5-(3-fluoro-4-methanesulfonyl-phenyl)-4-methyl-thiazol-2-yl]-acetamide (Example 64) by replacing 3,4-difluorobenzaldehyde with 3,4-dichlorobenzaldehyde. The reactants are CC(C)CCC[C@@H](C)[C@H]1CC[C@H]2C=3CC=C4C[C@H](CC[C@]4(C)C3CC[C@]12C)O (cholesta-5,8-dien-3β-ol), S(O)(O)(=O)=O (sulfuric acid), CC([O-])C.[Al+3].CC([O-])C.CC([O-])C (aluminum isopropoxide). Solvent: C1(=CC=CC=C1)C (toluene), C1(CCCCC1)=O (cyclohexanone). Product: CC(C)CCC[C@@H](C)[C@H]1CC[C@H]2C=3CCC4=CC(CC[C@]4(C)C3CC[C@]12C)=O (cholesta-4,8-dien-3-one). Isolated yield 69.9%. Reaction SMILES: [CH3:1][CH:2]([CH2:4][CH2:5][CH2:6][C@H:7]([C@@H:9]1[C@:26]2([CH3:27])[C@H:12]([C:13]3[CH2:14][CH:15]=[C:16]4[C@:21]([C:23]=3[CH2:24][CH2:25]2)([CH3:22])[CH2:20][CH2:19][C@H:18]([OH:28])[CH2:17]4)[CH2:11][CH2:10]1)[CH3:8])[CH3:3].CC(C)[O-].[Al+3].CC(C)[O-].CC(C)[O-].S(=O)(=O)(O)O>C1(C)C=CC=CC=1.C1(=O)CCCCC1>[CH3:3][CH:2]([CH2:4][CH2:5][CH2:6][C@H:7]([C@@H:9]1[C@:26]2([CH3:27])[C@H:12]([C:13]3[CH2:14][CH2:15][C:16]4[C@:21]([C:23]=3[CH2:24][CH2:25]2)([CH3:22])[CH2:20][CH2:19][C:18](=[O:28])[CH:17]=4)[CH2:11][CH2:10]1)[CH3:8])[CH3:1] |f:1.2.3.4|. Procedure: A solution of 2.20 g cholesta-5,8-dien-3β-ol in 27 ml toluene and 6 ml cyclohexanone is refluxed for 10 minutes in a Dean-Stark apparatus. 0.57 g aluminum isopropoxide are added and the reaction mixture is refluxed for 30 minutes. After cooling and addition of sulfuric acid (2 N), the resulting mixture is extracted with ethyl acetate. The organic layer is separated, washed with saturated sodium bicarbonate solution and water, dried over anhydrous sodium sulphate and filtered. After evaporation o...